The task is: describe an organic reaction: reactants, conditions, products, and yield. This data is from the Open Reaction Database (ORD), a public repository of structured organic reaction records. Reactants: C(#N)C1=CC=2N(C=C1)C(=CN2)C=2C=C(C=CC2)NC(=O)NCC(F)(F)F (1-[3-(7-Cyano-imidazo[1,2-a]pyridin-3-yl)-phenyl]-3-(2,2,2-trifluoro-ethyl)-urea), [N-]=[N+]=[N-].[Na+] (sodium azide), [Cl-].[NH4+] (ammonium chloride). Solvent: CN(C)C=O (DMF). Run at temperature 90 celsius. Yields the product N=1NN=NC1C1=CC=2N(C=C1)C(=CN2)C=2C=C(C=CC2)NC(=O)NCC(F)(F)F (1-{3-[7-(2H-Tetrazol-5-yl)-imidazo[1,2-a]pyridin-3-yl]-phenyl}-3-(2,2,2-trifluoro-ethyl)-urea). The yield is 19.3%. As a reaction SMILES: [C:1]([C:3]1[CH:8]=[CH:7][N:6]2[C:9]([C:12]3[CH:13]=[C:14]([NH:18][C:19]([NH:21][CH2:22][C:23]([F:26])([F:25])[F:24])=[O:20])[CH:15]=[CH:16][CH:17]=3)=[CH:10][N:11]=[C:5]2[CH:4]=1)#[N:2].[N-:27]=[N+:28]=[N-:29].[Na+].[Cl-].[NH4+]>CN(C=O)C>[N:2]1[NH:27][N:28]=[N:29][C:1]=1[C:3]1[CH:8]=[CH:7][N:6]2[C:9]([C:12]3[CH:13]=[C:14]([NH:18][C:19]([NH:21][CH2:22][C:23]([F:26])([F:25])[F:24])=[O:20])[CH:15]=[CH:16][CH:17]=3)=[CH:10][N:11]=[C:5]2[CH:4]=1 |f:1.2,3.4|. Reported procedure: 1-[3-(7-Cyano-imidazo[1,2-a]pyridin-3-yl)-phenyl]-3-(2,2,2-trifluoro-ethyl)-urea (65 mg, 0.18 mmol), sodium azide (14 mg, 0.19 mmol) and ammonium chloride (11 mg, 0.20 mmol) were dissolved in DMF (2 ml) and heated at 90° C. for 18 h. The reaction mixture was cooled, the solvent removed in vacuo and the crude reaction mixture purified using reverse phase HPLC. This afforded the title compound as a white solid (14 mg). MS: [M+H]+ 403.